The task is: describe an organic reaction: reactants, conditions, products, and yield. This data is from the Open Reaction Database (ORD), a public repository of structured organic reaction records. Starting materials: C(C)(=O)OCC (ethyl acetate), solution, C(CCC)[Li] (n-butyllithium), C(C)(C)NC(C)C (diisopropylamine), CC=1C=CC=CC1N2C(=NC=3C=CC=CC3C2=O)C (methaqualone), [Li+].CC(C)[N-]C(C)C (LDA), C(=O)=O (dry ice). Run in C1CCOC1 (THF), C1CCOC1 (THF), [Al] (aluminum), O (water). Reaction conditions: time 30 minute. Yields the product hexane-ether, C(C(=O)C)C1=NC2=CC=CC=C2C(N1C1=C(C=CC=C1)C)=O (2-acetonyl-3-o-tolyl-4(3H)-quinazolinone). Yield: 9.6%. RXN SMILES: [Li+].CC([N-]C(C)C)C.C([Li])CCC.C(NC(C)C)(C)C.[CH3:21][C:22]1[CH:23]=[CH:24][CH:25]=[CH:26][C:27]=1[N:28]1[C:37](=[O:38])[C:36]2[CH:35]=[CH:34][CH:33]=[CH:32][C:31]=2[N:30]=[C:29]1[CH3:39].C(=O)=O.[C:43](OCC)(=[O:45])[CH3:44]>C1COCC1.[Al].O>[CH2:39]([C:29]1[N:28]([C:27]2[CH:26]=[CH:25][CH:24]=[CH:23][C:22]=2[CH3:21])[C:37](=[O:38])[C:36]2[C:31](=[CH:32][CH:33]=[CH:34][CH:35]=2)[N:30]=1)[C:43]([CH3:44])=[O:45] |f:0.1|. Procedure: To a magnetically stirred solution of 5 mmol of LDA, prepared by mixing 2.1 ml (5 mmol) of n-butyllithium (2.4 M) and 0.71 g (7 mmol) of diisopropylamine in 25 ml of dy THF at 0° under nitrogen, was added 1.25 g (5 mmol) of methaqualone. After 30 minutes, the entire solution of lithio salt was transferred via syringe (50 ml) to an addition funnel which was attached to a three-necked 100 ml flask. The bottom half of the additional funnel was loosely enclosed in aluminum foil which formed a cup th... The reactants are O=C([O-])[O-], ClCCl, O=C(OO)c1cccc(Cl)c1, [K+], [K+], CC(C)(C)OC(=O)N1CC=CCC1. Yields the product CC(C)(C)OC(=O)N1CCC2OC2C1. RXN SMILES: [C:25](=[O:26])([O-:27])[O-:28].[CH2:31]([Cl:32])[Cl:33].[Cl:1][c:2]1[cH:3][cH:4][cH:5][c:6]([C:7]([O:8][OH:10])=[O:9])[cH:11]1.[K+:29].[K+:30].[N:12]1([C:18](=[O:19])[O:20][C:21]([CH3:22])([CH3:23])[CH3:24])[CH2:13][CH2:14][CH:15]=[CH:16][CH2:17]1>>[O:9]1[CH:15]2[CH2:14][CH2:13][N:12]([C:18](=[O:19])[O:20][C:21]([CH3:22])([CH3:23])[CH3:24])[CH2:17][CH:16]12.